From a dataset of the Open Reaction Database (ORD), a public repository of structured organic reaction records. describe an organic reaction: reactants, conditions, products, and yield The reactants are Cc1ccccc1, Oc1ccccc1C(O)C(F)(F)F, O=S(Cl)Cl, c1ccncc1. Product: Oc1ccccc1C(Cl)C(F)(F)F. RXN SMILES: [CH3:24][c:25]1[cH:26][cH:27][cH:28][cH:29][cH:30]1.[F:5][C:6]([CH:7]([OH:8])[c:9]1[c:10]([OH:15])[cH:11][cH:12][cH:13][cH:14]1)([F:16])[F:17].[S:1]([Cl:2])([Cl:3])=[O:4].[cH:18]1[cH:19][cH:20][n:21][cH:22][cH:23]1>>[Cl:3][CH:7]([C:6]([F:5])([F:16])[F:17])[c:9]1[c:10]([OH:15])[cH:11][cH:12][cH:13][cH:14]1. Reaction conditions: temperature 145 celsius, time 4.5 hour. Reactants: N(N)=C1C(NC=2C1=C1C=CC=NC1=CC2)=O (1-Hydrazono-1,3-dihydro-pyrrolo[3,2-f]quinoline-2-one), NN (hydrazine), O (water), hydrazone. As a reaction SMILES: [N:1](=[C:3]1[C:7]2=[C:8]3[C:13](=[CH:14][CH:15]=[C:6]2[NH:5]C1=O)[N:12]=[CH:11][CH:10]=[CH:9]3)[NH2:2].NN.[OH2:19]>>[NH2:5][C:6]1[CH:15]=[CH:14][C:13]2[N:12]=[CH:11][CH:10]=[CH:9][C:8]=2[C:7]=1[C:3]([NH:1][NH2:2])=[O:19]. Reported procedure: 1-Hydrazono-1,3-dihydro-pyrrolo[3,2-f]quinoline-2-one (1.07 g, 5.05 mmol) was combined with 6.0 mL of anhydrous hydrazine and 5.0 mL of water in a 100 mL flask (oversize to allow for foaming) and heated at reflux (145° C. oil bath) under a condenser and nitrogen atmosphere, with stirring. After 4.5 hr, analytical HPLC showed that all of the hydrazone had been consumed. The reaction was cooled, diluted with 75 mL of water, and filtered to give 0.45 g (air dried) of 6-aminoquinoline-5-carboxylic a... Yields the product NC1=C(C=2C=CC=NC2C=C1)C(=O)NN (6-aminoquinoline-5-carboxylic acid hydrazide).